Dataset: the Open Reaction Database (ORD), a public repository of structured organic reaction records. Task: describe an organic reaction: reactants, conditions, products, and yield Starting materials: FC1=C(C=C(N)C=C1)CN1CCN(CC1)C (4-fluoro-3-((4-methylpiperazin-1-yl)methyl)aniline), C(C)N1C(C(=CC2=CN=C(C=C12)NC)C=1C(=CC(=C(C1)NC(OC(=C)C)=O)F)F)=O (prop-1-en-2-yl (5-(1-ethyl-7-(methylamino)-2-oxo-1,2-dihydro-1,6-naphthyridin-3-yl)-2,4-difluorophenyl)carbamate). The reagents and catalysts are CN1CCCC1 (1-methylpyrrolidine). Solvent: O1CCOCC1 (dioxane). Reaction conditions: temperature 80 celsius. Yields the product C(C)N1C(C(=CC2=CN=C(C=C12)NC)C=1C(=CC(=C(C1)NC(=O)NC1=CC(=C(C=C1)F)CN1CCN(CC1)C)F)F)=O (1-(5-(1-ethyl-7-(methylamino)-2-oxo-1,2-dihydro-1,6-naphthyridin-3-yl)-2,4-difluorophenyl)-3-(4-fluoro-3-((4-methylpiperazin-1-yl)methyl)phenyl)urea). The yield is 30.7%. As a reaction SMILES: [F:1][C:2]1[CH:8]=[CH:7][C:5]([NH2:6])=[CH:4][C:3]=1[CH2:9][N:10]1[CH2:15][CH2:14][N:13]([CH3:16])[CH2:12][CH2:11]1.[CH2:17]([N:19]1[C:28]2[C:23](=[CH:24][N:25]=[C:26]([NH:29][CH3:30])[CH:27]=2)[CH:22]=[C:21]([C:31]2[C:32]([F:45])=[CH:33][C:34]([F:44])=[C:35]([NH:37][C:38](=O)[O:39]C(C)=C)[CH:36]=2)[C:20]1=[O:46])[CH3:18]>O1CCOCC1.CN1CCCC1>[CH2:17]([N:19]1[C:28]2[C:23](=[CH:24][N:25]=[C:26]([NH:29][CH3:30])[CH:27]=2)[CH:22]=[C:21]([C:31]2[C:32]([F:45])=[CH:33][C:34]([F:44])=[C:35]([NH:37][C:38]([NH:6][C:5]3[CH:7]=[CH:8][C:2]([F:1])=[C:3]([CH2:9][N:10]4[CH2:15][CH2:14][N:13]([CH3:16])[CH2:12][CH2:11]4)[CH:4]=3)=[O:39])[CH:36]=2)[C:20]1=[O:46])[CH3:18]. Procedure details: A mixture of Example D2 (0.060 g, 0.269 mmol) and prop-1-en-2-yl (5-(1-ethyl-7-(methylamino)-2-oxo-1,2-dihydro-1,6-naphthyridin-3-yl)-2,4-difluorophenyl)carbamate (0.086 g, 0.208 mmol) in dioxane (2 mL) was treated with 1-methylpyrrolidine (2 drops) and heated at 80° C. overnight. The mixture was concentrated to dryness, treated with EtOAc and the resulting solid collected via filtration and purified via reverse-phase chromatography (MeCN/H2O with 0.1% TFA). The organics were removed under reduc... Reaction SMILES: CC1(C)C(C)(C)OB([C:9]2[CH:10]=[CH:11][C:12]3[O:16][C:15]([CH:17]4[CH2:22][CH2:21][N:20]([C:23]([O:25][C:26]([CH3:29])([CH3:28])[CH3:27])=[O:24])[CH2:19][CH2:18]4)=[N:14][C:13]=3[CH:30]=2)O1.Br[C:33]1[CH:40]=[CH:39][C:36]([C:37]#[N:38])=[C:35]([F:41])[CH:34]=1>>[C:37]([C:36]1[CH:39]=[CH:40][C:33]([C:9]2[CH:10]=[CH:11][C:12]3[O:16][C:15]([CH:17]4[CH2:18][CH2:19][N:20]([C:23]([O:25][C:26]([CH3:29])([CH3:28])[CH3:27])=[O:24])[CH2:21][CH2:22]4)=[N:14][C:13]=3[CH:30]=2)=[CH:34][C:35]=1[F:41])#[N:38]. Product: C(#N)C1=C(C=C(C=C1)C=1C=CC2=C(N=C(O2)C2CCN(CC2)C(=O)OC(C)(C)C)C1)F (Tert-butyl 4-[5-(4-cyano-3-fluorophenyl)benzo[d]oxazol-2-yl]piperidine-1-carboxylate). Reactants: CC1(OB(OC1(C)C)C=1C=CC2=C(N=C(O2)C2CCN(CC2)C(=O)OC(C)(C)C)C1)C (tert-butyl 4-(5-(4,4,5,5-tetramethyl-1,3,2-dioxaborolan-2-yl)benzo[d]oxazol-2-yl)piperidine-1-carboxylate), BrC1=CC(=C(C#N)C=C1)F (4-bromo-2-fluorobenzonitrile). Isolated yield 47.5%. Procedure details: Following the General Procedure-2, the titled compound (70 mg) was prepared from Intermediate 8 (150 mg, 0.35 mmol) and 4-bromo-2-fluorobenzonitrile (70 mg, 0.35 mmol) as a white solid. M.P.: 138-142° C. 1H-NMR (δ ppm, CDCl3, 400 MHz): 7.87 (d, J 1.6, 1H), 7.72-7.68 (m, 1H), 7.59 (d, J 8.5, 1H), 7.53-7.42 (m, 3H), 4.15 (d, J 10.6, 2H), 3.20-3.11 (m, 1H), 3.00 (t, J 11.8, 2H), 2.2-2.12 (m, 2H), 1.98-1.86 (m, 2H), 1.56 (S, 9H). The reactants are O=C([O-])[O-], C#CCBr, CN(C)C=O, CCOC(C)=O, [K+], [K+], COC(=O)Cc1cccc(-c2ccc(OC)c(O)c2)c1. Product: C#CCOc1cc(-c2cccc(CC(=O)OC)c2)ccc1OC. RXN SMILES: [C:25](=[O:26])([O-:27])[O-:28].[CH2:21]([C:22]#[CH:23])[Br:24].[CH3:31][N:32]([CH3:33])[CH:34]=[O:35].[CH3:36][CH2:37][O:38][C:39](=[O:40])[CH3:41].[K+:29].[K+:30].[OH:1][c:2]1[cH:3][c:4](-[c:10]2[cH:11][c:12]([CH2:16][C:17](=[O:18])[O:19][CH3:20])[cH:13][cH:14][cH:15]2)[cH:5][cH:6][c:7]1[O:8][CH3:9]>>[O:1]([c:2]1[cH:3][c:4](-[c:10]2[cH:11][c:12]([CH2:16][C:17](=[O:18])[O:19][CH3:20])[cH:13][cH:14][cH:15]2)[cH:5][cH:6][c:7]1[O:8][CH3:9])[CH2:23][C:22]#[CH:21]. The reactants are C(C1=CC=CC=C1)(C1=CC=CC=C1)=NC(C#N)CC1=C(C=CC=C1)OC (2-(benzhydrylideneamino)-3-(2-methoxyphenyl)propionitrile), Cl (HCl). Run in O1CCCC1 (tetrahydrofuran). Reaction conditions: time 3 hour. Yields the product NC(C#N)CC1=C(C=CC=C1)OC (2-Amino-3-(2-methoxyphenyl)propionitrile). Reaction SMILES: C(=[N:14][CH:15]([CH2:18][C:19]1[CH:24]=[CH:23][CH:22]=[CH:21][C:20]=1[O:25][CH3:26])[C:16]#[N:17])(C1C=CC=CC=1)C1C=CC=CC=1.Cl>O1CCCC1>[NH2:14][CH:15]([CH2:18][C:19]1[CH:24]=[CH:23][CH:22]=[CH:21][C:20]=1[O:25][CH3:26])[C:16]#[N:17]. Reported procedure: A solution of 22.5 g 2-(benzhydrylideneamino)-3-(2-methoxyphenyl)propionitrile (66 mmol, crude product from 3.1) in 200 mL tetrahydrofuran was combined with 70 mL 1 M HCl and stirred for 3 hr at room temperature, and the reaction solution was then substantially concentrated on a rotary evaporator. After combination with methylene chloride the organic phase was extracted several times with 6 M HCl; the combined hydrochloric acid phases were made alkaline with 50% NaOH and extracted with methylene... The reactants are CCOC(=O)c1c(-c2cccc([N+](=O)[O-])c2)oc2ncnc(O)c12, [Na+], [OH-]. Product: O=C(O)c1c(-c2cccc([N+](=O)[O-])c2)oc2ncnc(O)c12. As a reaction SMILES: [CH2:1]([CH3:2])[O:3][C:4](=[O:5])[c:6]1[c:7](-[c:16]2[cH:17][c:18]([N+:22](=[O:23])[O-:24])[cH:19][cH:20][cH:21]2)[o:8][c:9]2[n:10][cH:11][n:12][c:13]([OH:15])[c:14]12.[Na+:26].[OH-:25]>>[O:3]=[C:4]([OH:5])[c:6]1[c:7](-[c:16]2[cH:17][c:18]([N+:22](=[O:23])[O-:24])[cH:19][cH:20][cH:21]2)[o:8][c:9]2[n:10][cH:11][n:12][c:13]([OH:15])[c:14]12. Reactants: O[C@@H](C(=O)O)CC1=CC=CC=C1 ((R)-2-hydroxy-3-phenylpropionic acid), S(O)(O)(=O)=O (sulfuric acid), CO (methanol). Run in C(C)OCC (diethyl ether). Conditions: temperature 0 celsius, time 30 minute. The product is COC([C@@H](CC1=CC=CC=C1)O)=O ((R)-2-Hydroxy-3-phenylpropionic acid methyl ester). Yield: 85.0%. RXN SMILES: [OH:1][C@H:2]([CH2:6][C:7]1[CH:12]=[CH:11][CH:10]=[CH:9][CH:8]=1)[C:3]([OH:5])=[O:4].S(=O)(=O)(O)O.[CH3:18]O>C(OCC)C>[CH3:18][O:4][C:3](=[O:5])[C@H:2]([OH:1])[CH2:6][C:7]1[CH:12]=[CH:11][CH:10]=[CH:9][CH:8]=1. Procedure details: To a solution of (R)-2-hydroxy-3-phenylpropionic acid (1.5 g, 12.9 mol) in methanol (18 mL) at 0° C. was added concentrated sulfuric acid (0.2 mL). The reaction mixture was stirred at 0° C. for 30 min and warmed to room temperature for 24 h. Concentration in vacuo gave a residue which was diluted with diethyl ether (200 mL) and washed with water, saturated sodium bicarbonate and brine. The organic layer was separated, dried with sodium sulfate, filtered and concentrated in vacuo giving a white s... Starting materials: C(=C)(C)C=1OCCN1 (2-isopropenyl-2-oxazoline), SCCO (2-mercaptoethanol), N(=NC(C#N)(C)C)C(C#N)(C)C (azodiisobutyronitrile). Solvent: C1(=CC=CC=C1)C (toluene), C1(=CC=CC=C1)C (toluene). The product is C(=C)(C)C=1OCCN1.SCCO (2-isopropenyl-2-oxazoline 2-mercaptoethanol). As a reaction SMILES: [C:1]([C:4]1[O:5][CH2:6][CH2:7][N:8]=1)([CH3:3])=[CH2:2].[SH:9][CH2:10][CH2:11][OH:12].N(C(C)(C)C#N)=NC(C)(C)C#N>C1(C)C=CC=CC=1>[C:1]([C:4]1[O:5][CH2:6][CH2:7][N:8]=1)([CH3:3])=[CH2:2].[SH:9][CH2:10][CH2:11][OH:12] |f:4.5|. Procedure: 2-isopropenyl-2-oxazoline and 2-mercaptoethanol are reacted in toluene at 70° C. A solution of azodiisobutyronitrile (AIBN) in toluene is added to the mixture, and the reaction continued at 70° C. for several hours. The 2-isopropenyl-2-oxazoline/2-mercaptoethanol adduct is obtained after removal of the solvent under reduced pressure. This 2-isopropenyl-2-oxazoline/2-mercaptoethanol adduct is then reacted under nitrogen with maleic anhydride in 300 mL of dimethoxyethane at 70° C. for one hour. Af...